From a dataset of the Open Reaction Database (ORD), a public repository of structured organic reaction records. describe an organic reaction: reactants, conditions, products, and yield Reactants: O=C([O-])C=CC(=O)[O-], Cc1c(C=CC(=O)c2ccc3ccccc3c2)ncn1C(c1ccccc1)(c1ccccc1)c1ccccc1. Product: O=C(O)C=CC(=O)O, Cc1[nH]cnc1C=CC(=O)c1ccc2ccccc2c1. Reaction SMILES: [C:40]([CH:41]=[CH:42][C:43](=[O:44])[O-:45])(=[O:46])[O-:47].[CH3:1][c:2]1[c:3]([CH:26]=[CH:27][C:28](=[O:29])[c:30]2[cH:31][c:32]3[cH:33][cH:34][cH:35][cH:36][c:37]3[cH:38][cH:39]2)[n:4][cH:5][n:6]1[C:7]([c:8]1[cH:9][cH:10][cH:11][cH:12][cH:13]1)([c:14]1[cH:15][cH:16][cH:17][cH:18][cH:19]1)[c:20]1[cH:21][cH:22][cH:23][cH:24][cH:25]1>>[C:40]([CH:41]=[CH:42][C:43](=[O:44])[OH:45])(=[O:46])[OH:47].[CH3:1][c:2]1[c:3]([CH:26]=[CH:27][C:28](=[O:29])[c:30]2[cH:31][c:32]3[cH:33][cH:34][cH:35][cH:36][c:37]3[cH:38][cH:39]2)[n:4][cH:5][nH:6]1.